describe an organic reaction: reactants, conditions, products, and yield From a dataset of the Open Reaction Database (ORD), a public repository of structured organic reaction records. Reactants: ClC1=C(C=CC(=C1)F)[C@@H]1N=C(NC(=C1C(=O)OC)CBr)C=1SC=CN1 (methyl (4R)-4-(2-chloro-4-fluoro-phenyl)-6-(bromomethyl)-2-thiazol-2-yl-1,4-dihydropyrimidine-5-carboxylate), C12C3=CON=C3CC(COC1)N2 (4,10-Dioxa-5,12-diaza-tricyclo[6.3.1.0*2,6*]dodeca-2,5-diene). The product is COC(=O)C=1[C@@H](N=C(NC1CN1C2C3=CON=C3CC1COC2)C=2SC=CN2)C2=C(C=C(C=C2)F)Cl ((4R)-4-(2-Chloro-4-fluoro-phenyl)-6-(4,10-dioxa-5,12-diaza-tricyclo[6.3.1.0*2,6*]dodeca-2,5-dien-12-ylmethyl)-2-thiazol-2-yl-1,4-dihydro-pyrimidine-5-carboxylic acid methyl ester). As a reaction SMILES: [Cl:1][C:2]1[CH:7]=[C:6]([F:8])[CH:5]=[CH:4][C:3]=1[C@H:9]1[C:14]([C:15]([O:17][CH3:18])=[O:16])=[C:13]([CH2:19]Br)[NH:12][C:11]([C:21]2[S:22][CH:23]=[CH:24][N:25]=2)=[N:10]1.[CH:26]12[NH:37][CH:33]([CH2:34][O:35][CH2:36]1)[CH2:32][C:31]1[C:27]2=[CH:28][O:29][N:30]=1>>[CH3:18][O:17][C:15]([C:14]1[C@H:9]([C:3]2[CH:4]=[CH:5][C:6]([F:8])=[CH:7][C:2]=2[Cl:1])[N:10]=[C:11]([C:21]2[S:22][CH:23]=[CH:24][N:25]=2)[NH:12][C:13]=1[CH2:19][N:37]1[CH:33]2[CH2:34][O:35][CH2:36][CH:26]1[C:27]1[C:31]([CH2:32]2)=[N:30][O:29][CH:28]=1)=[O:16]. Procedure details: The title compound was prepared in analogy to Example 1a in Scheme 3 by using methyl (4R)-4-(2-chloro-4-fluoro-phenyl)-6-(bromomethyl)-2-thiazol-2-yl-1,4-dihydropyrimidine-5-carboxylate C (200 mg) and 4,10-Dioxa-5,12-diaza-tricyclo[6.3.1.0*2,6*]dodeca-2,5-diene 104a (100 mg). 15 mg of the title compound was isolated as yellow powder. The reactants are CCOC(=O)CC1(C(=O)OC)C(=O)CCC1CSc1ccccc1, CN(C)C=O, [I-], [Li+]. Product: CCOC(=O)CC1C(=O)CCC1CSc1ccccc1. As a reaction SMILES: [CH3:1][O:2][C:3](=[O:4])[C:5]1([CH2:19][C:20](=[O:21])[O:22][CH2:23][CH3:24])[C:6](=[O:18])[CH2:7][CH2:8][CH:9]1[CH2:10][S:11][c:12]1[cH:13][cH:14][cH:15][cH:16][cH:17]1.[CH3:27][N:28]([CH3:29])[CH:30]=[O:31].[I-:25].[Li+:26]>>[CH:5]1([CH2:19][C:20](=[O:21])[O:22][CH2:23][CH3:24])[C:6](=[O:18])[CH2:7][CH2:8][CH:9]1[CH2:10][S:11][c:12]1[cH:13][cH:14][cH:15][cH:16][cH:17]1.